Dataset: the Open Reaction Database (ORD), a public repository of structured organic reaction records. Task: describe an organic reaction: reactants, conditions, products, and yield The reactants are C=1(C(=CC=CC1)C(=O)O)C (o-toluic acid), C(C(=O)Cl)(=O)Cl (oxalyl chloride). The reagents and catalysts are CN(C)C=O (DMF). Run in C1=CC=CC=C1 (benzene). Product: CC1=C(C(=O)Cl)C=CC=C1 (2-methylbenzoyl chloride). RXN SMILES: [C:1]1([CH3:10])[C:2]([C:7](O)=[O:8])=[CH:3][CH:4]=[CH:5][CH:6]=1.C(Cl)(=O)C([Cl:14])=O>C1C=CC=CC=1.CN(C=O)C>[CH3:10][C:1]1[CH:6]=[CH:5][CH:4]=[CH:3][C:2]=1[C:7]([Cl:14])=[O:8]. Procedure: Meanwhile, the 2-methylbenzoyl chloride acylating agent was prepared by suspending 4.750 g (42.2 mmol) of o-toluic acid in 100 ml benzene. To this solution was added 2.0 equiv. (7.37 ml) of oxalyl chloride, dropwise via a pressure-equalizing dropping funnel at 0° C. DMF (2-3 drops) was added to the reaction mixture catalytically and the ice bath was removed. The progress of the reaction was monitored via infrared spectroscopy. The solvent was removed by rotary vacuum evaporation and the residual... Reactants: CC1(C)C(=O)N(Br)C(=O)N1Br, CC(C)(C)OC(=O)N1CCCC(c2ccc3c(N)ncnn23)CC1, C1CCOC1. The product is CC(C)(C)OC(=O)N1CCCC(c2cc(Br)c3c(N)ncnn23)CC1. Reaction SMILES: [Br:25][N:26]1[C:27]([CH3:28])([CH3:29])[C:30](=[O:31])[N:32]([Br:33])[C:34]1=[O:35].[NH2:1][c:2]1[n:3][cH:4][n:5][n:6]2[c:7]1[cH:8][cH:9][c:10]2[CH:11]1[CH2:12][CH2:13][N:14]([C:18](=[O:19])[O:20][C:21]([CH3:22])([CH3:23])[CH3:24])[CH2:15][CH2:16][CH2:17]1.[O:36]1[CH2:37][CH2:38][CH2:39][CH2:40]1>>[NH2:1][c:2]1[n:3][cH:4][n:5][n:6]2[c:7]1[c:8]([Br:25])[cH:9][c:10]2[CH:11]1[CH2:12][CH2:13][N:14]([C:18](=[O:19])[O:20][C:21]([CH3:22])([CH3:23])[CH3:24])[CH2:15][CH2:16][CH2:17]1.